From a dataset of the Open Reaction Database (ORD), a public repository of structured organic reaction records. describe an organic reaction: reactants, conditions, products, and yield Starting materials: ClC=1C=C(C=CC1OC1=C(C2=C(NC(=N2)C)C=C1)[N+](=O)[O-])CC(=O)OC (methyl 2-(3-chloro-4-(2-methyl-4-nitro-1H-benzo[d]imidazol-5-yloxy)phenyl)acetate), O.O.[Sn](Cl)(Cl)(Cl)Cl (tin chloride dihydrate). Procedure details: Under an N2 atmosphere, methyl 2-(3-chloro-4-(2-methyl-4-nitro-1H-benzo[d]imidazol-5-yloxy)phenyl)acetate (0.226 g, 0.601 mmol) was dissolved in ethyl acetate and tin chloride dihydrate (0.543 g, 2.41 mmol) was added. The reaction was allowed to stir at room temperature for 16 h. The reaction was diluted with ethyl acetate and washed with a 10% NaHCO3 (aq) solution. The aqueous layer was washed with additional ethyl acetate. The organics were combined, dried (Na2SO4), filtered, and concentrated ... The solvent is C(C)(=O)OCC (ethyl acetate), C(C)(=O)OCC (ethyl acetate). As a reaction SMILES: [Cl:1][C:2]1[CH:3]=[C:4]([CH2:22][C:23]([O:25][CH3:26])=[O:24])[CH:5]=[CH:6][C:7]=1[O:8][C:9]1[CH:18]=[CH:17][C:12]2[NH:13][C:14]([CH3:16])=[N:15][C:11]=2[C:10]=1[N+:19]([O-])=O.O.O.[Sn](Cl)(Cl)(Cl)Cl>C(OCC)(=O)C>[NH2:19][C:10]1[C:11]2[N:15]=[C:14]([CH3:16])[NH:13][C:12]=2[CH:17]=[CH:18][C:9]=1[O:8][C:7]1[CH:6]=[CH:5][C:4]([CH2:22][C:23]([O:25][CH3:26])=[O:24])=[CH:3][C:2]=1[Cl:1] |f:1.2.3|. Run at time 16 hour. Product: NC1=C(C=CC=2NC(=NC21)C)OC2=C(C=C(C=C2)CC(=O)OC)Cl (Methyl 2-(4-(4-amino-2-methyl-1H-benzo[d]imidazol-5-yloxy)-3-chlorophenyl)acetate).